The task is: describe an organic reaction: reactants, conditions, products, and yield. This data is from the Open Reaction Database (ORD), a public repository of structured organic reaction records. The reactants are FC=1C=CC(=C(C#N)C1)N1N=CN=C1 (5-fluoro-2-(1H-1,2,4-triazol-1-yl)benzonitrile), N (ammonia). Reagents/catalysts: [Ni] (Raney nickel). Solvent: CO (methanol). Product: FC=1C=CC(=C(C1)CN)N1N=CN=C1 (1-[5-fluoro-2-(1H-1,2,4-triazol-1-yl)phenyl]methanamine). The yield is 78.0%. RXN SMILES: [F:1][C:2]1[CH:3]=[CH:4][C:5]([N:10]2[CH:14]=[N:13][CH:12]=[N:11]2)=[C:6]([CH:9]=1)[C:7]#[N:8].N>CO.[Ni]>[F:1][C:2]1[CH:3]=[CH:4][C:5]([N:10]2[CH:14]=[N:13][CH:12]=[N:11]2)=[C:6]([CH2:7][NH2:8])[CH:9]=1. Procedure details: A suspension of 5-fluoro-2-(1H-1,2,4-triazol-1-yl)benzonitrile (200 mg, 1.0 mmol) in methanol saturated with ammonia (30 mL) was stirred in the presence of Raney nickel (50% slurry in water, washed with methanol, catalytic amount) under a hydrogen atmosphere (balloon) for 2 days. The reaction mixture was filtered through Celite and concentrated to give the title compound as a light green foam (150 mg). 1H NMR (400 MHz, DMSO-d6): δ 8.69 (br, 2H) 7.8 (br s, 1H), 7.42 (s, 1H), 7.29 (s, 1H), 7.17 (s...